From a dataset of the Open Reaction Database (ORD), a public repository of structured organic reaction records. describe an organic reaction: reactants, conditions, products, and yield Starting materials: CCCCCCC(=O)CCCCCC, Cc1ccccc1, OCC(O)CO, Cc1ccc(S(=O)(=O)O)cc1. The product is CCCCCCC1(CCCCCC)OCC(CO)O1. As a reaction SMILES: [CH3:1][CH2:2][CH2:3][CH2:4][CH2:5][CH2:6][C:7]([CH2:8][CH2:9][CH2:10][CH2:11][CH2:12][CH3:13])=[O:14].[CH3:32][c:33]1[cH:34][cH:35][cH:36][cH:37][cH:38]1.[OH:15][CH2:16][CH:17]([OH:18])[CH2:19][OH:20].[c:21]1([CH3:22])[cH:23][cH:24][c:25]([S:26]([OH:27])(=[O:28])=[O:29])[cH:30][cH:31]1>>[CH3:1][CH2:2][CH2:3][CH2:4][CH2:5][CH2:6][C:7]1([CH2:8][CH2:9][CH2:10][CH2:11][CH2:12][CH3:13])[O:14][CH2:19][CH:17]([CH2:16][OH:15])[O:18]1. Reagents/catalysts: O.O.O.O.O.O.[Ni](Cl)Cl (nickel chloride hexahydrate). Reported procedure: Following a similar reaction, separation and purification procedure to that described in Example (59b), 2.59 g of N -[(R)-1-(3,5-difluorophenyl)ethyl]-N-[(4-methylphenyl)-(3-nitrophenyl)methyl]amine [prepared as described in step (a) above], 3.23 g of nickel chloride hexahydrate and 1.03 g of sodium borohydride were reacted, to obtain 1.02 g of isomer A and 1.08 g of isomer B of the title compound, each as a colorless oil. Reaction SMILES: [F:1][C:2]1[CH:3]=[C:4]([C@H:9]([NH:11][CH:12]([C:22]2[CH:27]=[CH:26][C:25]([CH3:28])=[CH:24][CH:23]=2)[C:13]2[CH:18]=[CH:17][CH:16]=[C:15]([N+:19]([O-])=O)[CH:14]=2)[CH3:10])[CH:5]=[C:6]([F:8])[CH:7]=1.[BH4-].[Na+]>O.O.O.O.O.O.[Ni](Cl)Cl>[F:1][C:2]1[CH:3]=[C:4]([C@H:9]([NH:11][CH:12]([C:22]2[CH:23]=[CH:24][C:25]([CH3:28])=[CH:26][CH:27]=2)[C:13]2[CH:14]=[C:15]([NH2:19])[CH:16]=[CH:17][CH:18]=2)[CH3:10])[CH:5]=[C:6]([F:8])[CH:7]=1 |f:1.2,3.4.5.6.7.8.9|. Yields the product FC=1C=C(C=C(C1)F)[C@@H](C)NC(C=1C=C(C=CC1)N)C1=CC=C(C=C1)C (3-{[(R)-1-(3,5-Difluorophenyl)ethylamino]-(4-methylphenyl)methyl}phenylamine). The reactants are FC=1C=C(C=C(C1)F)[C@@H](C)NC(C1=CC(=CC=C1)[N+](=O)[O-])C1=CC=C(C=C1)C (N -[(R)-1-(3,5-difluorophenyl)ethyl]-N-[(4-methylphenyl)-(3-nitrophenyl)methyl]amine), [BH4-].[Na+] (sodium borohydride). Starting materials: COC1=C(C=CC=C1)C1=NN(C2=NC=CC(=C21)C2=CSC=C2)S(=O)(=O)C2=CC=C(C)C=C2 (3-(2-methoxyphenyl)-4-(thiophen-3-yl)-1-tosyl-1H-pyrazolo[3,4-b]pyridine), C([O-])([O-])=O.[K+].[K+] (potassium carbonate). Run in CO (methanol), O (water), C(C)(=O)OCC (ethyl acetate), CCCCCC (hexane). Reaction conditions: temperature 60 celsius. The product is COC1=C(C=CC=C1)C1=NNC2=NC=CC(=C21)C2=CSC=C2 (3-(2-methoxyphenyl)-4-(thiophen-3-yl)-1H-pyrazolo[3,4-b]pyridine). As a reaction SMILES: [CH3:1][O:2][C:3]1[CH:8]=[CH:7][CH:6]=[CH:5][C:4]=1[C:9]1[C:17]2[C:12](=[N:13][CH:14]=[CH:15][C:16]=2[C:18]2[CH:22]=[CH:21][S:20][CH:19]=2)[N:11](S(C2C=CC(C)=CC=2)(=O)=O)[N:10]=1.C(=O)([O-])[O-].[K+].[K+]>CO.O.C(OCC)(=O)C.CCCCCC>[CH3:1][O:2][C:3]1[CH:8]=[CH:7][CH:6]=[CH:5][C:4]=1[C:9]1[C:17]2[C:12](=[N:13][CH:14]=[CH:15][C:16]=2[C:18]2[CH:22]=[CH:21][S:20][CH:19]=2)[NH:11][N:10]=1 |f:1.2.3|. Procedure: To a stirred solution of (23) (50 mg, 0.108 mmol) in methanol (5 mL) and water (5 mL) was added potassium carbonate (29 mg, 0.216 mmol). The RM was heated to 60° C. overnight. After completion of the SM, the solvents were completely distilled off and diluted with water and extracted with chloroform twice. The organic layer was dried over sodium sulphate and completely distilled off to get the crude product, which was passed through 100-200 mesh silica gel eluting the pre compound at 28-30% ethyl... Reactants: OC1CN2C(C(CCCOCC=CC3CC3(NC(C2C1)=O)C(=O)NS(=O)(=O)C1CC1)NC(=O)OC(C)(C)C)=O (18-hydroxy-14-tert-butoxycarbonylamino-4-cyclopropylsulfonylaminocarbonyl-2,15-dioxo-3,16-diaza-10-oxatricyclo[14.3.0.04,6]-nonadec-7-ene), C1(=CC=C(C=C1)C(=O)Cl)C1=CC=CC=C1 (4-biphenylcarbonyl chloride). Product: C1(=CC=C(C=C1)C(=O)OC1CN2C(C(CCCOCC=CC3CC3(NC(C2C1)=O)C(=O)NS(=O)(=O)C1CC1)NC(=O)OC(C)(C)C)=O)C1=CC=CC=C1 (18-(4-biphenylcarbonyloxy)-14-tert-butoxycarbonylamino-4-cyclopropylsulfonylaminocarbonyl-2,15-dioxo-3,16-diaza-10-oxatricyclo-[14.3.0.04,6]-nonadec-7-ene). Isolated yield 26.6%. RXN SMILES: [OH:1][CH:2]1[CH2:20][CH:19]2[N:4]([C:5](=[O:39])[CH:6]([NH:31][C:32]([O:34][C:35]([CH3:38])([CH3:37])[CH3:36])=[O:33])[CH2:7][CH2:8][CH2:9][O:10][CH2:11][CH:12]=[CH:13][CH:14]3[C:16]([C:22]([NH:24][S:25]([CH:28]4[CH2:30][CH2:29]4)(=[O:27])=[O:26])=[O:23])([NH:17][C:18]2=[O:21])[CH2:15]3)[CH2:3]1.[C:40]1([C:49]2[CH:54]=[CH:53][CH:52]=[CH:51][CH:50]=2)[CH:45]=[CH:44][C:43]([C:46](Cl)=[O:47])=[CH:42][CH:41]=1>>[C:40]1([C:49]2[CH:50]=[CH:51][CH:52]=[CH:53][CH:54]=2)[CH:41]=[CH:42][C:43]([C:46]([O:1][CH:2]2[CH2:20][CH:19]3[N:4]([C:5](=[O:39])[CH:6]([NH:31][C:32]([O:34][C:35]([CH3:36])([CH3:38])[CH3:37])=[O:33])[CH2:7][CH2:8][CH2:9][O:10][CH2:11][CH:12]=[CH:13][CH:14]4[C:16]([C:22]([NH:24][S:25]([CH:28]5[CH2:29][CH2:30]5)(=[O:26])=[O:27])=[O:23])([NH:17][C:18]3=[O:21])[CH2:15]4)[CH2:3]2)=[O:47])=[CH:44][CH:45]=1. Reported procedure: Prepared by way of method I using 18-hydroxy-14-tert-butoxycarbonylamino-4-cyclopropylsulfonylaminocarbonyl-2,15-dioxo-3,16-diaza-10-oxatricyclo[14.3.0.04,6]-nonadec-7-ene (100 mg, 0.175 mmol) and 4-biphenylcarbonyl chloride (113 mg, 0.53 mmol). The final trituration (diethyl ether/hexane) and filtration gave 35 mg (27%) of 18-(4-biphenylcarbonyloxy)-14-tert-butoxycarbonylamino-4-cyclopropylsulfonylaminocarbonyl-2,15-dioxo-3,16-diaza-10-oxatricyclo-[14.3.0.04,6]-nonadec-7-ene as a white powder: ... Reactants: C(CC(C)C)=O (isovaleraldehyde), NC1=CC=C(C=C1)N(C1CCN(CC1)C(=O)[C@H](CC(C)C)NC(=O)N1CCCCCC1)CCC(C)C ((S)-Azepane-1-carboxylic acid (1-{4-[(4-amino-phenyl)-(3-methyl-butyl)-amino]-piperidine-1-carbonyl}-3-methyl-butyl)-amide), [BH-](OC(=O)C)(OC(=O)C)OC(=O)C.[Na+] (NaBH(OAc)3). The solvent is CCOC(=O)C (EtOAc), C(Cl)Cl (CH2Cl2). Run at temperature 0 celsius, time 30 minute. Yields the product CC(CCNC1=CC=C(C=C1)N(C1CCN(CC1)C(=O)[C@H](CC(C)C)NC(=O)N1CCCCCC1)CCC(C)C)(C)C ((S)-Azepane-1-carboxylic acid (1-{4-[[4-(3,3-dimethyl-butylamino)-phenyl]-(3-methyl-butyl)-amino]-piperidine-1-carbonyl}-3-methyl-butyl)-amide). Reaction SMILES: [NH2:1][C:2]1[CH:7]=[CH:6][C:5]([N:8]([CH2:32][CH2:33][CH:34]([CH3:36])[CH3:35])[CH:9]2[CH2:14][CH2:13][N:12]([C:15]([C@@H:17]([NH:22][C:23]([N:25]3[CH2:31][CH2:30][CH2:29][CH2:28][CH2:27][CH2:26]3)=[O:24])[CH2:18][CH:19]([CH3:21])[CH3:20])=[O:16])[CH2:11][CH2:10]2)=[CH:4][CH:3]=1.[CH:37](=O)[CH2:38][CH:39]([CH3:41])[CH3:40].[BH-](OC(C)=O)(OC(C)=O)O[C:45](C)=O.[Na+]>C(Cl)Cl.CCOC(C)=O>[CH3:40][C:39]([CH3:41])([CH3:45])[CH2:38][CH2:37][NH:1][C:2]1[CH:7]=[CH:6][C:5]([N:8]([CH2:32][CH2:33][CH:34]([CH3:36])[CH3:35])[CH:9]2[CH2:14][CH2:13][N:12]([C:15]([C@@H:17]([NH:22][C:23]([N:25]3[CH2:31][CH2:30][CH2:29][CH2:28][CH2:27][CH2:26]3)=[O:24])[CH2:18][CH:19]([CH3:21])[CH3:20])=[O:16])[CH2:11][CH2:10]2)=[CH:4][CH:3]=1 |f:2.3|. Reported procedure: (S)-Azepane-1-carboxylic acid (1-{4-[(4-amino-phenyl)-(3-methyl-butyl)-amino]-piperidine-1-carbonyl}-3-methyl-butyl)-amide (Example 35, 0.25 g, 0.50 mmol) was dissolved in CH2Cl2 (4 mL), treated with isovaleraldehyde (63 μL, 0.50 mmol), and stirred for 30 minutes. The reaction was cooled to 0° C., treated with NaBH(OAc)3 (0.16 g, 0.75 mmol), and allowed to warm to room temperature and stir overnight. The reaction was diluted with EtOAc (100 mL), washed with saturated bicarbonate solution and bri... Reactants: CCCCCC (hexane), [NH4+].[Cl-] (NH4Cl), [N+](=O)([O-])C=1C(=NC=CC1)SCCS(=O)(=O)C1=CC(=CC=C1)C(F)(F)F (3-nitro-2-[2-[[3-(trifluoromethyl)phenyl]sulfonyl]ethyl-sulfanyl]pyridine). Reagents/catalysts: [Zn] (zinc). Run in C(C)O (ethanol). Run at temperature 0 celsius. Yields the product FC(C=1C=C(C=CC1)S(=O)(=O)CCSC1=NC=CC=C1N)(F)F ([2-[2-[[3-(trifluoromethyl)-phenyl]sulfonyl]-ethylsulfanyl]-pyridin-3-yl]amine). The yield is 76.0%. RXN SMILES: [N+:1]([C:4]1[C:5]([S:10][CH2:11][CH2:12][S:13]([C:16]2[CH:21]=[CH:20][CH:19]=[C:18]([C:22]([F:25])([F:24])[F:23])[CH:17]=2)(=[O:15])=[O:14])=[N:6][CH:7]=[CH:8][CH:9]=1)([O-])=O.[NH4+].[Cl-].CCCCCC>C(O)C.[Zn]>[F:24][C:22]([F:23])([F:25])[C:18]1[CH:17]=[C:16]([S:13]([CH2:12][CH2:11][S:10][C:5]2[C:4]([NH2:1])=[CH:9][CH:8]=[CH:7][N:6]=2)(=[O:14])=[O:15])[CH:21]=[CH:20][CH:19]=1 |f:1.2|. Procedure: 1.31 g (20 mmol) zinc was added to a solution of 1.96 g (5.0 mmol) 3-nitro-2-[2-[[3-(trifluoromethyl)phenyl]sulfonyl]ethyl-sulfanyl]pyridine in ethanol (45 ml) and the mixture was cooled to 0° C. 200 ml (0.2 M, 40 mmol) of an aqueous NH4Cl solution were added at this temperature and then the mixture was heated for 30 min at 90° C. Then the mixture was concentrated to small volume under vacuum and the residue was taken up with water and neutralised with NaHCO3. It was then extracted with EE and t...